From a dataset of the Open Reaction Database (ORD), a public repository of structured organic reaction records. describe an organic reaction: reactants, conditions, products, and yield Reactants: C(C)OC(CN1CCC(CC1)C(=O)C1=NC=CC=C1)=O ([4-(pyridine-2-carbonyl)-piperidin-1-yl]-acetic acid ethyl ester), C(C)O (ethanol), [OH-].[Na+] (sodium hydroxide), Cl (HCl). Solvent: O (water). Conditions: temperature 25 celsius, time 48 hour. Product: N1=C(C=CC=C1)C(=O)C1CCN(CC1)CC(=O)O ([4-(Pyridine-2-carbonyl)-piperidin-1-yl]-acetic acid). The yield is 99.6%. Reaction SMILES: C([O:3][C:4](=[O:20])[CH2:5][N:6]1[CH2:11][CH2:10][CH:9]([C:12]([C:14]2[CH:19]=[CH:18][CH:17]=[CH:16][N:15]=2)=[O:13])[CH2:8][CH2:7]1)C.C(O)C.[OH-].[Na+].Cl>O>[N:15]1[CH:16]=[CH:17][CH:18]=[CH:19][C:14]=1[C:12]([CH:9]1[CH2:8][CH2:7][N:6]([CH2:5][C:4]([OH:20])=[O:3])[CH2:11][CH2:10]1)=[O:13] |f:2.3|. Procedure: To a solution of compound [4-(pyridine-2-carbonyl)-piperidin-1-yl]-acetic acid ethyl ester (198 mg, 0.72 mmol), in water (4 mL) and ethanol (4 mL) and was added 4N sodium hydroxide (0.36 mL, 1.43 mmol). The reaction was stirred at 25° C. for 48 hours and then heated at 40° C. for 3 hours. The reaction mixture was acidified with 1N HCl to pH 3 and the solvent was removed under vacuum. The residue was co-evaporated 3 times with acetonitrile to afford the title compound (178 mg). The crude product ...